From a dataset of the Open Reaction Database (ORD), a public repository of structured organic reaction records. describe an organic reaction: reactants, conditions, products, and yield Starting materials: O (H2O), C(#N)C(C1=CC=C(C=C1)OC)C#N (4-(dicyanomethyl)anisole), [H-].[Na+] (NaH), CI (MeI). The solvent is CN(C)C=O (DMF). Conditions: time 22 hour. Product: C(#N)C(C)(C#N)C1=CC=C(C=C1)OC (4-(1,1-dicyanoethyl)anisole). Isolated yield 268.5%. RXN SMILES: [C:1]([CH:3]([C:12]#[N:13])[C:4]1[CH:9]=[CH:8][C:7]([O:10][CH3:11])=[CH:6][CH:5]=1)#[N:2].[H-].[Na+].[CH3:16]I.O>CN(C=O)C>[C:1]([C:3]([C:4]1[CH:9]=[CH:8][C:7]([O:10][CH3:11])=[CH:6][CH:5]=1)([C:12]#[N:13])[CH3:16])#[N:2] |f:1.2|. Reported procedure: To a mixture of Compound 35 (1.0 g, 6.0 mmol) and NaH (280 mg, 7.0 mmol) in DMF (12 ml) was added MeI (1.0 g, 7.0 mmol) at room temperature. After the mixture was stirred for 22 hours, the mixture was poured into H2O (30 ml), and extracted with CH2Cl2. The combined extracts were dried (Na2SO4), and concentrated to give a yellow oil (3 g), which was purified by a column chromatography on silica gel to give Compound 35 as a colorless solid (900 mg, 81%). Reactants: COCC1CC(c2nc3ccc4cc5c(cc4c3[nH]2)OCc2cc(B3OC(C)(C)C(C)(C)O3)ccc2-5)N(C(=O)OC(C)(C)C)C1, CCO, Cl. Product: COCC1CNC(c2nc3ccc4cc5c(cc4c3[nH]2)OCc2cc(B3OC(C)(C)C(C)(C)O3)ccc2-5)C1. RXN SMILES: [CH3:1][O:2][CH2:3][CH:4]1[CH2:5][CH:6]([c:16]2[n:17][c:18]3[c:19]([nH:20]2)[c:21]2[cH:22][c:23]4[c:24]([cH:25][c:26]2[cH:27][cH:28]3)-[c:29]2[cH:30][cH:31][c:32]([B:37]3[O:38][C:39]([CH3:44])([CH3:45])[C:40]([CH3:42])([CH3:43])[O:41]3)[cH:33][c:34]2[CH2:35][O:36]4)[N:7]([C:9]([O:10][C:11]([CH3:12])([CH3:13])[CH3:14])=[O:15])[CH2:8]1.[CH3:47][CH2:48][OH:49].[ClH:46]>>[CH3:1][O:2][CH2:3][CH:4]1[CH2:5][CH:6]([c:16]2[n:17][c:18]3[c:19]([nH:20]2)[c:21]2[cH:22][c:23]4[c:24]([cH:25][c:26]2[cH:27][cH:28]3)-[c:29]2[cH:30][cH:31][c:32]([B:37]3[O:38][C:39]([CH3:44])([CH3:45])[C:40]([CH3:42])([CH3:43])[O:41]3)[cH:33][c:34]2[CH2:35][O:36]4)[NH:7][CH2:8]1.